From a dataset of the Open Reaction Database (ORD), a public repository of structured organic reaction records. describe an organic reaction: reactants, conditions, products, and yield Starting materials: CS(=O)(=O)O.ClC1=C2C=CC=CC2=C(C2=CC=CC=C12)CNC(C(CO)C)O (((10-Chloro-9-anthracenyl)methyl)amino-2-methyl-1,3-propanediol methanesulfonate), ClC1=CC=CC2=C(C3=CC=CC=C3C(=C12)OCCO)C=O (4-Chloro-10-(2-hydroxyethoxy)-9-antracenecarbaldehyde), NC(CO)(CO)C (2-amino-2-methyl-1,3-propanediol). Yields the product CS(=O)(=O)OCC(CO)(C)NCC=1C2=CC=CC=C2C(=C2C(=CC=CC12)Cl)OCCO (2-(((4-chloro-10-(2-hydroxyethoxy)-9-anthracenyl)methyl)amino)-2-methyl-1,3-propanediol methanesulfonate). RXN SMILES: [CH3:1][S:2]([OH:5])(=[O:4])=[O:3].ClC1C2C(=CC=CC=2)C(CNC(O)C(C)CO)=C2C=1C=CC=C2.[Cl:29][C:30]1[C:43]2[C:34](=[C:35]([CH:48]=O)[C:36]3[C:41]([C:42]=2[O:44][CH2:45][CH2:46][OH:47])=[CH:40][CH:39]=[CH:38][CH:37]=3)[CH:33]=[CH:32][CH:31]=1.[NH2:50][C:51]([CH3:56])([CH2:54][OH:55])[CH2:52]O>>[CH3:1][S:2]([O:5][CH2:56][C:51]([NH:50][CH2:48][C:35]1[C:36]2[C:41]([C:42]([O:44][CH2:45][CH2:46][OH:47])=[C:43]3[C:34]=1[CH:33]=[CH:32][CH:31]=[C:30]3[Cl:29])=[CH:40][CH:39]=[CH:38][CH:37]=2)([CH3:52])[CH2:54][OH:55])(=[O:4])=[O:3] |f:0.1|. Procedure: Using the reductive amination procedure outlined in 2B, 4-chloro-10-(2-hydroxyethoxy)-9-anthracenecarbaldehyde (38A) and 2-amino-2-methyl-1,3-propanediol (Aldrich) gave 2-(((4-chloro-10-(2-hydroxyethoxy)-9-anthracenyl)methyl)amino)-2-methyl-1,3-propanediol methanesulfonate. 3/10H2O.1/10i-PrOH mp 156°-158° (dec), (i-PrOH/Et2O), (C, H, Cl, N, S) Yields the product C([C@@H]1[C@H]([C@@H]([C@H]([C@H](O1)O[C@]2([C@H]([C@@H]([C@H](O2)CO)O)O)CO)O)O)O)O (Sucrose). Solvent: O (water). Run at time 10 minute. As a reaction SMILES: [CH2:1]([OH:23])[C@H:2]1[O:6][C@:5]([O:9][C@H:10]2[O:15][CH:14]([CH2:16][OH:17])[C@@H:13]([OH:18])[C@H:12]([OH:19])[CH:11]2[OH:20])([CH2:7][OH:8])[CH:4]([OH:21])[C@H:3]1[OH:22].[Al]>O>[CH2:16]([OH:17])[C@H:14]1[O:15][C@H:10]([O:9][C@:5]2([CH2:7][OH:8])[O:6][C@H:2]([CH2:1][OH:23])[C@@H:3]([OH:22])[C@@H:4]2[OH:21])[C@H:11]([OH:20])[C@@H:12]([OH:19])[C@@H:13]1[OH:18]. Reported procedure: A Sucrose/Lake red dye (Opalux Red AS-1662-D, available from Colorcon, West Point, Pa.) solution was prepared by mixing 966.3 g of sucrose NF into 414.7 g of purified water in a stainless steel container using a magnetic stir bar. The container was covered with aluminum foil and heated to about 60—about 65° C. with continued mixing. The solution was mixed for an additional 20 minutes at about 60—about 65° C. at which time the solution was visually clear. 9.2 g of lake red dye was added to the su... Starting materials: C([C@@H]1[C@@H](C([C@](O1)(CO)O[C@@H]2C([C@H]([C@@H](C(O2)CO)O)O)O)O)O)O (sucrose NF), stainless steel, C([C@@H]1[C@@H](C([C@](O1)(CO)O[C@@H]2C([C@H]([C@@H](C(O2)CO)O)O)O)O)O)O (sucrose NF), [Al] (aluminum).